From a dataset of the Open Reaction Database (ORD), a public repository of structured organic reaction records. describe an organic reaction: reactants, conditions, products, and yield Starting materials: ClC=1C=CC2=C(N(C(C3=C(N=CC=C23)C)=O)C)C1 (8-chloro-4,6-dimethylbenzo[c][2,7]naphthyridin-5(6H)-one), II (iodine), OS(=O)(=O)O (H2SO4), I(=O)(=O)(=O)O (periodic acid). The solvent is C(C)(=O)O (acetic acid). Run at temperature 80 celsius, time 3 hour. Yields the product ClC=1C(=CC2=C(N(C(C3=C(N=CC=C23)C)=O)C)C1)I (8-chloro-9-iodo-4,6-dimethylbenzo[c][2,7]naphthyridin-5(6H)-one). Yield: 80.6%. Reaction SMILES: [Cl:1][C:2]1[CH:3]=[CH:4][C:5]2[C:14]3[C:9](=[C:10]([CH3:15])[N:11]=[CH:12][CH:13]=3)[C:8](=[O:16])[N:7]([CH3:17])[C:6]=2[CH:18]=1.OS(O)(=O)=O.[I:24](O)(=O)(=O)=O.II>C(O)(=O)C>[Cl:1][C:2]1[C:3]([I:24])=[CH:4][C:5]2[C:14]3[C:9](=[C:10]([CH3:15])[N:11]=[CH:12][CH:13]=3)[C:8](=[O:16])[N:7]([CH3:17])[C:6]=2[CH:18]=1. Reported procedure: To a solution of 8-chloro-4,6-dimethylbenzo[c][2,7]naphthyridin-5(6H)-one (1 g, 3.87 mmol) prepared as described in Example 16, Part G, in acetic acid (30 mL) was added H2SO4 (0.021 mL, 0.387 mmol) and periodic acid (0.881 g, 3.87 mmol). The solution was heated at 80° C. for 20 min then iodine (0.294 g, 1.160 mmol) was added. The mixture was stirred for another 3 h at 80° C. The solution was cooled to room temperature then concentrated under reduced pressure. EtOAc was added to the residue and t... Reactants: O=C([O-])[O-], Cc1ccc(CO)cn1, Cc1ccccc1, Clc1cc(I)ccn1, [Cs+], [Cs+], [Cu]I, c1cnc2c(c1)ccc1cccnc12. Product: Cc1ccc(COc2ccnc(Cl)c2)cn1. RXN SMILES: [C:18](=[O:19])([O-:20])[O-:21].[CH3:1][c:2]1[cH:3][cH:4][c:5]([CH2:8][OH:9])[cH:6][n:7]1.[CH3:38][c:39]1[cH:40][cH:41][cH:42][cH:43][cH:44]1.[Cl:10][c:11]1[n:12][cH:13][cH:14][c:15]([I:17])[cH:16]1.[Cs+:22].[Cs+:23].[Cu:45][I:46].[cH:24]1[cH:25][c:26]2[cH:27][cH:28][c:29]3[c:30]([c:31]2[n:32][cH:33]1)[n:34][cH:35][cH:36][cH:37]3>>[CH3:1][c:2]1[cH:3][cH:4][c:5]([CH2:8][O:9][c:15]2[cH:14][cH:13][n:12][c:11]([Cl:10])[cH:16]2)[cH:6][n:7]1. The reactants are C=O (paraformaldehyde), C(N)(=O)C1(CCN(CC1)C(=O)OCC)NC1=CC=C(C=C1)F (ethyl 4-carbamoyl-4-(4-fluorophenylamino)-1-piperidinecarboxylate). The solvent is CN(C=O)C (N,N-dimethylformamide). Conditions: time 48 hour. The product is 17.5, FC1=CC=C(C=C1)N1CNC(C12CCN(CC2)C(=O)OCC)=O (ethyl 1-(4-fluorophenyl)-4-oxo-1,3,8-triazaspiro[4,5]decane-8-carboxylate). As a reaction SMILES: [CH2:1]=O.[C:3]([C:6]1([NH:17][C:18]2[CH:23]=[CH:22][C:21]([F:24])=[CH:20][CH:19]=2)[CH2:11][CH2:10][N:9]([C:12]([O:14][CH2:15][CH3:16])=[O:13])[CH2:8][CH2:7]1)(=[O:5])[NH2:4]>CN(C)C=O>[F:24][C:21]1[CH:20]=[CH:19][C:18]([N:17]2[C:6]3([CH2:11][CH2:10][N:9]([C:12]([O:14][CH2:15][CH3:16])=[O:13])[CH2:8][CH2:7]3)[C:3](=[O:5])[NH:4][CH2:1]2)=[CH:23][CH:22]=1. Procedure: To a solution of 6.9 parts of paraformaldehyde in 100 parts of N,N-dimethylformamide are added portionwise 46.3 parts of ethyl 4-carbamoyl-4-(4-fluorophenylamino)-1-piperidinecarboxylate. The whole is stirred and refluxed for 20 hours. Then 50 parts of the solvent are distilled off (t°: 142°-152° C.). A second portion of 1 part of paraformaldehyde in 50 parts of N,N-dimethylformamide is added and stirring and refluxing is continued for 48 hours. The N,N-dimethylformamide is distilled off to a vo... Starting materials: ClC1=CC=C(C=C1)O (4-chlorophenol), C([O-])([O-])=O.[K+].[K+] (potassium carbonate), ClCC(C(C=C)(C)C)=O (5-chloro-3,3-dimethylpent-1-en-4-one). The solvent is CC(=O)C (acetone). Reaction conditions: temperature 20 celsius. Product: ClC1=CC=C(OCC(C(C=C)(C)C)=O)C=C1 (5-(4-chlorophenoxy)-3,3-dimethylpent-1-en-4-one). The yield is 79.0%. As a reaction SMILES: [Cl:1][C:2]1[CH:7]=[CH:6][C:5]([OH:8])=[CH:4][CH:3]=1.C(=O)([O-])[O-].[K+].[K+].Cl[CH2:16][C:17](=[O:23])[C:18]([CH3:22])([CH3:21])[CH:19]=[CH2:20]>CC(C)=O>[Cl:1][C:2]1[CH:7]=[CH:6][C:5]([O:8][CH2:16][C:17](=[O:23])[C:18]([CH3:22])([CH3:21])[CH:19]=[CH2:20])=[CH:4][CH:3]=1 |f:1.2.3|. Reported procedure: 92.9 g (0.723 mol) of 4-chlorophenol were heated to the boil with 99.7 g (0.723 mol) of finely powdered potassium carbonate in 500 ml of acetone. 106 g (0.723 mol) of 5-chloro-3,3-dimethylpent-1-en-4-one were added dropwise to the mixture in the course of 30 minutes, while stirring vigorously. After the mixture had been heated under reflux for four hours, it was cooled to 20° C. and filtered off from the inorganic salts, and the filtrate was concentrated. After the liquid residue had been distil... Starting materials: C(C)(C)NC(C)C (diisopropylamine), [Li]CCCC (n-BuLi), CI (Methyl iodide), BrC1=CC2=C(OC(O2)(F)F)C=C1 (5-bromo-2,2-difluorobenzo[d][1,3]dioxole), COB(OC)OC (trimethylborate), Cl (HCl), [H-].[Na+] (NaH), [H-].[Na+] (NaH), OS(=O)[O-].[Na+] (NaHSO3), C(C)(=O)OO (peracetic acid). Run in O1CCCC1 (tetrahydrofuran), [Na+].[Cl-] (NaCl), O (water). Run at temperature -70 celsius, time 2 hour. The product is [Li+].CC(C)[N-]C(C)C (LDA), BrC1=C(C2=C(OC(O2)(F)F)C=C1)OC (5-Bromo-2,2-difluoro-4-methoxybenzo[d][1,3]dioxole). The yield is 31.2%. Reaction SMILES: [CH:1]([NH:4][CH:5]([CH3:7])[CH3:6])([CH3:3])[CH3:2].[Li:8]CCCC.[Br:13][C:14]1[CH:24]=[CH:23][C:17]2[O:18][C:19]([F:22])([F:21])[O:20][C:16]=2[CH:15]=1.[CH3:25][O:26]B(OC)OC.C(OO)(=O)C.OS([O-])=O.[Na+].Cl.[H-].[Na+].CI>O1CCCC1.[Na+].[Cl-].O>[Li+:8].[CH3:2][CH:1]([N-:4][CH:5]([CH3:7])[CH3:6])[CH3:3].[Br:13][C:14]1[CH:24]=[CH:23][C:17]2[O:18][C:19]([F:22])([F:21])[O:20][C:16]=2[C:15]=1[O:26][CH3:25] |f:5.6,8.9,12.13,15.16|. Procedure details: A solution of LDA was prepared from diisopropylamine (4.2 g, 41 mmol) and n-BuLi (2.5 M; 15.4 mL, 38 mmol) in dry tetrahydrofuran (100 mL). The solution was cooled to −70° C. and treated in portions with 5-bromo-2,2-difluorobenzo[d][1,3]dioxole (7.0 g, 30 mmol). After 2 h at −70° C., trimethylborate (4.3 g, 41 mmol) was added in portions, stirred at −70° C. for 1.5 h and then allowed to warm to ambient overnight. The mixture was cooled to −30 to −40° C. and treated carefully with 28% peracetic a... The reactants are Cl(=O)[O-].[Na+] (sodium chlorite), FC(OC=1C=CC(=C2C=C(OC21)C(C)C)C=O)F (7-difluoromethoxy-2-(1-methylethyl)benzofuran-4-carbaldehyde), S(O)(=O)(=O)N (amidosulfuric acid), ice water. Run in O (water), C(C)(=O)O (acetic acid). Reaction conditions: time 1 hour. Yields the product FC(OC=1C=CC(=C2C=C(OC21)C(C)C)C(=O)O)F (7-Difluoromethoxy-2(1-methylethyl)benzofuran-4carboxylic acid). As a reaction SMILES: Cl([O-])=O.[Na+].[F:5][CH:6]([F:22])[O:7][C:8]1[CH:9]=[CH:10][C:11]([CH:20]=[O:21])=[C:12]2[C:16]=1[O:15][C:14]([CH:17]([CH3:19])[CH3:18])=[CH:13]2.S(N)(=O)(=O)[OH:24]>O.C(O)(=O)C>[F:22][CH:6]([F:5])[O:7][C:8]1[CH:9]=[CH:10][C:11]([C:20]([OH:24])=[O:21])=[C:12]2[C:16]=1[O:15][C:14]([CH:17]([CH3:18])[CH3:19])=[CH:13]2 |f:0.1|. Procedure: A solution of 0.88 g of sodium chlorite in 5 ml of water is added dropwise to 1.6 g of 7-difluoromethoxy-2-(1-methylethyl)benzofuran-4-carbaldehyde and 0.83 g of amidosulfuric acid, dissolved in 15 ml of glacial acetic acid, such that the internal temperature is kept between 15 and 20° C. The mixture is stirred for a further 1 h and then poured into 150 ml of ice water, and the precipitate formed is filtered off with suction and washed with water until acid-free. For purification, the crude prod... Starting materials: C(C)(C)(C)OC(NCCCN(S(=O)(=O)C)CC1=CC(=CC=C1)C1=NC(=NC=C1)Cl)=O ((3-{[3-(2-Chloro-pyrimidin-4-yl)-benzyl]-methanesulfonyl-amino}-propyl)-carbamic acid tert-butyl ester), NCCC1=CC(=C(C=C1)O)[N+](=O)[O-] (4-(2-Amino-ethyl)-2-nitro-phenol), 501. Product: NCCCN(S(=O)(=O)C)CC1=CC(=CC=C1)C1=NC(=NC=C1)NCCC1=CC(=C(C=C1)O)[N+](=O)[O-] (N-(3-Amino-propyl)-N-(3-{2-[2-(4-hydroxy-3-nitro-phenyl)-ethylamino]-pyrimidin-4-yl}-benzyl)-methanesulfonamide). RXN SMILES: C(OC(=O)[NH:7][CH2:8][CH2:9][CH2:10][N:11]([CH2:16][C:17]1[CH:22]=[CH:21][CH:20]=[C:19]([C:23]2[CH:28]=[CH:27][N:26]=[C:25](Cl)[N:24]=2)[CH:18]=1)[S:12]([CH3:15])(=[O:14])=[O:13])(C)(C)C.[NH2:31][CH2:32][CH2:33][C:34]1[CH:39]=[CH:38][C:37]([OH:40])=[C:36]([N+:41]([O-:43])=[O:42])[CH:35]=1>>[NH2:7][CH2:8][CH2:9][CH2:10][N:11]([CH2:16][C:17]1[CH:22]=[CH:21][CH:20]=[C:19]([C:23]2[CH:28]=[CH:27][N:26]=[C:25]([NH:31][CH2:32][CH2:33][C:34]3[CH:39]=[CH:38][C:37]([OH:40])=[C:36]([N+:41]([O-:43])=[O:42])[CH:35]=3)[N:24]=2)[CH:18]=1)[S:12]([CH3:15])(=[O:13])=[O:14]. Procedure details: Intermediate 4 was coupled to 4-(2-Amino-ethyl)-2-nitro-phenol by procedure F and the resulting product deprotected by procedure G2. LC-MS showed the product had the expected M+H+ of 501. 1H NMR (Varian 300 MHz, CD3OD, shifts relative to the solvent peak at 3.30 ppm) δ 8.4 (s, 1H) 8.3 (d, 1H) 8.2 (d, 1H) 8.0 (s, 1H) 7.8 (d, 1H) 7.6 (m, 3H) 7.0 (m, 1H) 4.5 (s, 2H) 4.0 (m, 2H) 3.4 (m, 2H) 3.0 (m, 5H) 2.8 (m, 2H) 1.8 (m, 2H). Starting materials: ClCCl, CC(C)(C)OC(=O)N1CCC2(CC1)OC(=O)Nc1ccccc12, O=C(O)C(F)(F)F. Yields the product O=C1Nc2ccccc2C2(CCNCC2)O1. RXN SMILES: [Cl:31][CH2:32][Cl:33].[O:1]=[C:2]1[O:3][C:4]2([c:5]3[c:6]([cH:8][cH:9][cH:10][cH:11]3)[NH:7]1)[CH2:12][CH2:13][N:14]([C:17]([O:18][C:19]([CH3:20])([CH3:21])[CH3:22])=[O:23])[CH2:15][CH2:16]2.[OH:24][C:25]([C:26]([F:27])([F:28])[F:29])=[O:30]>>[O:1]=[C:2]1[O:3][C:4]2([c:5]3[c:6]([cH:8][cH:9][cH:10][cH:11]3)[NH:7]1)[CH2:12][CH2:13][NH:14][CH2:15][CH2:16]2.